Dataset: the Open Reaction Database (ORD), a public repository of structured organic reaction records. Task: describe an organic reaction: reactants, conditions, products, and yield Reactants: C(C)(C)(C)OC(NC1=C(C=CC=C1)NC(\C=C\C1=CC=C(C=C1)C(CN1CC(CC1)N(CC)CC)C(NC1=CC=C(C=C1)Cl)=O)=O)=O ((E)-[2-(3-{4-[1-(4-chloro-phenylcarbamoyl)-2-(3-diethylamino-pyrrolidin-1-yl)-ethyl]-phenyl}-acryloylamino)-phenyl]-carbamic acid tert-butyl ester), C(=O)(C(F)(F)F)O (CF3COOH), C(=O)(O)[O-].[Na+] (NaHCO3). Run in C(Cl)Cl (CH2Cl2). Run at time 4 hour. Yields the product NC1=C(C=CC=C1)NC(\C=C\C1=CC=C(C=C1)C(CN1CC(CC1)N(CC)CC)C(NC1=CC=C(C=C1)Cl)=O)=O ((E)-N-(2-Amino-phenyl)-3-{4-[1-(4-chloro-phenylcarbamoyl)-2-(3-diethylamino-pyrrolidin-1-yl)-ethyl]phenyl}-acrylamide). RXN SMILES: C(OC(=O)[NH:7][C:8]1[CH:13]=[CH:12][CH:11]=[CH:10][C:9]=1[NH:14][C:15](=[O:46])/[CH:16]=[CH:17]/[C:18]1[CH:23]=[CH:22][C:21]([CH:24]([C:36](=[O:45])[NH:37][C:38]2[CH:43]=[CH:42][C:41]([Cl:44])=[CH:40][CH:39]=2)[CH2:25][N:26]2[CH2:30][CH2:29][CH:28]([N:31]([CH2:34][CH3:35])[CH2:32][CH3:33])[CH2:27]2)=[CH:20][CH:19]=1)(C)(C)C.C(O)(C(F)(F)F)=O.C([O-])(O)=O.[Na+]>C(Cl)Cl>[NH2:7][C:8]1[CH:13]=[CH:12][CH:11]=[CH:10][C:9]=1[NH:14][C:15](=[O:46])/[CH:16]=[CH:17]/[C:18]1[CH:19]=[CH:20][C:21]([CH:24]([C:36](=[O:45])[NH:37][C:38]2[CH:43]=[CH:42][C:41]([Cl:44])=[CH:40][CH:39]=2)[CH2:25][N:26]2[CH2:30][CH2:29][CH:28]([N:31]([CH2:34][CH3:35])[CH2:32][CH3:33])[CH2:27]2)=[CH:22][CH:23]=1 |f:2.3|. Procedure: To a solution of (E)-[2-(3-{4-[1-(4-chloro-phenylcarbamoyl)-2-(3-diethylamino-pyrrolidin-1-yl)-ethyl]-phenyl}-acryloylamino)-phenyl]-carbamic acid tert-butyl ester (528 mg, 0.8 mmol) in CH2Cl2 (10 mL) was added CF3COOH (612 uL, 8 mmol). The mixture was stirred for about 4 h, and then NaHCO3 was added to the reaction system. After filtration of solids, the crude mixture was purified by preparative HPLC to obtain a light yellow solid. MS: calc'd 560 (MH+), exp 560 (MH+). 1H NMR (d4-MeOD, 400 MHz),... Reactants: ClCCl, OCc1cc2cccc(Cl)c2nc1-c1ccccc1F, O=S(Cl)Cl. The product is Fc1ccccc1-c1nc2c(Cl)cccc2cc1CCl. As a reaction SMILES: [Cl:25][CH2:26][Cl:27].[Cl:5][c:6]1[cH:7][cH:8][cH:9][c:10]2[cH:11][c:12]([CH2:23][OH:24])[c:13](-[c:16]3[c:17]([F:22])[cH:18][cH:19][cH:20][cH:21]3)[n:14][c:15]12.[S:1]([Cl:2])([Cl:3])=[O:4]>>[Cl:3][CH2:23][c:12]1[cH:11][c:10]2[cH:9][cH:8][cH:7][c:6]([Cl:5])[c:15]2[n:14][c:13]1-[c:16]1[c:17]([F:22])[cH:18][cH:19][cH:20][cH:21]1. Starting materials: C(I)I (methylene iodide), ClC1=CC=C(/C=C/C(=O)O)C=C1 (trans-4-chlorocinnamic acid), cuprous chloride. Reagents/catalysts: [Zn] (zinc). The solvent is C(Cl)Cl (methylene chloride). The product is ClC1=CC=C(C=C1)[C@H]1[C@@H](C1)C(=O)O (trans 2-(4-chlorophenyl)cyclopropanecarboxylic acid). As a reaction SMILES: [CH2:1](I)I.[Cl:4][C:5]1[CH:15]=[CH:14][C:8](/[CH:9]=[CH:10]/[C:11]([OH:13])=[O:12])=[CH:7][CH:6]=1>C(Cl)Cl.[Zn]>[Cl:4][C:5]1[CH:6]=[CH:7][C:8]([C@@H:9]2[CH2:1][C@H:10]2[C:11]([OH:13])=[O:12])=[CH:14][CH:15]=1. Procedure: A mixture of zinc dust (6.54 g, 0.1 mole) and cuprous chloride (1 g, 0.01 mole) in methylene chloride (30 mL) is stirred and heated to reflux under a nitrogen atmosphere for 30 min. After the mixture is cooled to room temperature, methylene iodide (13.4 g, 0.05 mole) is added to the mixture which is then refluxed for an additional hour. After cooling to 0° C., trans-4-chlorocinnamic acid (9.1 g) is added. The reaction is allowed to warm to room temperature over 2 hours and then refluxed for 3 da... Reactants: CCOC(=O)c1nc(Cn2cc([N+](=O)[O-])cn2)cs1, CCO, [Cl-], [Fe], N#N, [NH4+], O. Yields the product CCOC(=O)c1nc(Cn2cc(N)cn2)cs1. Reaction SMILES: [CH2:3]([CH3:4])[O:5][C:6](=[O:7])[c:8]1[s:9][cH:10][c:11]([CH2:13][n:14]2[n:15][cH:16][c:17]([N+:19]([O-:20])=[O:21])[cH:18]2)[n:12]1.[CH3:24][CH2:25][OH:26].[Cl-:22].[Fe:28].[N:1]#[N:2].[NH4+:23].[OH2:27]>>[CH2:3]([CH3:4])[O:5][C:6](=[O:7])[c:8]1[s:9][cH:10][c:11]([CH2:13][n:14]2[n:15][cH:16][c:17]([NH2:19])[cH:18]2)[n:12]1. Reactants: [N+](=O)([O-])C=1C=CC2=C(C=C(O2)C(=O)NC=2C=C3C=C(NC3=CC2)C(=O)O)C1 (5-[(5-Nitro-benzofuran-2-carbonyl)-amino]-1H-indole-2-carboxylic acid), [N+](=O)([O-])C=1C=C2C=C(NC2=CC1)C(=O)O (5-nitro-1H-indole-2-carboxylic acid). The product is NC=1C=CC2=C(C=C(O2)C(=O)NC=2C=C3C=C(NC3=CC2)C(=O)O)C1 (5-[(5-amino-benzofuran-2-carbonyl)-amino]-1H-indole-2-carboxylic acid). As a reaction SMILES: [N+:1]([C:4]1[CH:5]=[CH:6][C:7]2[O:11][C:10]([C:12]([NH:14][C:15]3[CH:16]=[C:17]4[C:21](=[CH:22][CH:23]=3)[NH:20][C:19]([C:24]([OH:26])=[O:25])=[CH:18]4)=[O:13])=[CH:9][C:8]=2[CH:27]=1)([O-])=O.[N+](C1C=C2C(=CC=1)NC(C(O)=O)=C2)([O-])=O>>[NH2:1][C:4]1[CH:5]=[CH:6][C:7]2[O:11][C:10]([C:12]([NH:14][C:15]3[CH:16]=[C:17]4[C:21](=[CH:22][CH:23]=3)[NH:20][C:19]([C:24]([OH:26])=[O:25])=[CH:18]4)=[O:13])=[CH:9][C:8]=2[CH:27]=1. Reported procedure: Compound 129 was reduced as described for Compound 126 in Example 115, to give 130 which was used immediately as described in Example 118. Starting materials: CO (Methanol), S(O)(O)(=O)=O (sulfuric acid), C(C)(C)(C)C1=CC=C(C=C1)S(=O)(=O)NC1=C(C(=NC(=N1)N1CCOCC1)OCCC(=O)O)OC1=C(C=CC=C1)OC (3-[6-(4-t-butylphenylsulfonylamino)-5-(2-methoxyphenoxy)-2-morpholino-4-pyrimidinyloxy]propionic acid). Solvent: O (water). Run at time 4 hour. Product: C(C)(C)(C)C1=CC=C(C=C1)S(=O)(=O)NC1=C(C(=NC(=N1)N1CCOCC1)OCCC(=O)OC)OC1=C(C=CC=C1)OC (methyl 3-[6-(4-t-butylphenylsulfonylamino)-5-(2-methoxyphenoxy)-2-morpholino-4-pyrimidinyloxy]propionate). The yield is 90.0%. RXN SMILES: [CH3:1]O.S(=O)(=O)(O)O.[C:8]([C:12]1[CH:17]=[CH:16][C:15]([S:18]([NH:21][C:22]2[N:27]=[C:26]([N:28]3[CH2:33][CH2:32][O:31][CH2:30][CH2:29]3)[N:25]=[C:24]([O:34][CH2:35][CH2:36][C:37]([OH:39])=[O:38])[C:23]=2[O:40][C:41]2[CH:46]=[CH:45][CH:44]=[CH:43][C:42]=2[O:47][CH3:48])(=[O:20])=[O:19])=[CH:14][CH:13]=1)([CH3:11])([CH3:10])[CH3:9]>O>[C:8]([C:12]1[CH:13]=[CH:14][C:15]([S:18]([NH:21][C:22]2[N:27]=[C:26]([N:28]3[CH2:29][CH2:30][O:31][CH2:32][CH2:33]3)[N:25]=[C:24]([O:34][CH2:35][CH2:36][C:37]([O:39][CH3:1])=[O:38])[C:23]=2[O:40][C:41]2[CH:46]=[CH:45][CH:44]=[CH:43][C:42]=2[O:47][CH3:48])(=[O:20])=[O:19])=[CH:16][CH:17]=1)([CH3:11])([CH3:9])[CH3:10]. Procedure details: Methanol (0.5 ml) and concentrated sulfuric acid (two droplets) were added to 3-[6-(4-t-butylphenylsulfonylamino)-5-(2-methoxyphenoxy)-2-morpholino-4-pyrimidinyloxy]propionic acid (50 mg), and the mixture was stirred for 4 hours at room temperature, then poured into water, and extracted with ethyl acetate. The extract was washed successively with water and brine, dried over anhydrous sodium sulfate, and concentrated under reduced pressure. The residue was purified by silica gel preparative thin ... Reactants: C(#N)C=1N=CC2=C(N1)CN(C2)C(=O)OC(C)(C)C (tert-butyl 2-cyano-5,7-dihydro-6H-pyrrolo[3,4-d]pyrimidine-6-carboxylate), C(#N)C=1N=CC2=C(N1)CN(C2)C(=O)OC(C)(C)C (tert-butyl 2-cyano-5,7-dihydro-6H-pyrrolo[3,4-d]pyrimidine-6-carboxylate), N(=[N+]=[N-])[Sn](C)(C)C (azidotrimethyltin). The solvent is C1(=CC=CC=C1)C (toluene). Run at temperature 110 celsius. The product is N1N=NN=C1C=1N=CC2=C(N1)CN(C2)C(=O)OC(C)(C)C (tert-butyl 2-(1H-tetrazol-5-yl)-5,7-dihydro-6H-pyrrolo[3,4-d]pyrimidine-6-carboxylate). Reaction SMILES: [C:1]([C:3]1[N:4]=[CH:5][C:6]2[CH2:11][N:10]([C:12]([O:14][C:15]([CH3:18])([CH3:17])[CH3:16])=[O:13])[CH2:9][C:7]=2[N:8]=1)#[N:2].[N:19]([Sn](C)(C)C)=[N+:20]=[N-:21]>C1(C)C=CC=CC=1>[NH:19]1[C:1]([C:3]2[N:4]=[CH:5][C:6]3[CH2:11][N:10]([C:12]([O:14][C:15]([CH3:18])([CH3:17])[CH3:16])=[O:13])[CH2:9][C:7]=3[N:8]=2)=[N:2][N:21]=[N:20]1. Procedure: To a solution of tert-butyl 2-cyano-5,7-dihydro-6H-pyrrolo[3,4-d]pyrimidine-6-carboxylate (Intermediate 9, Step D) (71 mg, 0.29 mmol) in toluene was added azidotrimethyltin (596 mg, 2.9 mmol). The resulting mixture was heated at 110° C. overnight. After the solvent was removed under reduced pressure, the residue was purified by reverse-phase silica gel chromatography (gradient 5-50% acetonitrile in water containing 0.1% TFA) to yield tert-butyl 2-(1H-tetrazol-5-yl)-5,7-dihydro-6H-pyrrolo[3,4-d]p...